From a dataset of the Open Reaction Database (ORD), a public repository of structured organic reaction records. describe an organic reaction: reactants, conditions, products, and yield The reactants are CuBr, FC(C(C(C(C(C(C(C(F)(F)F)(F)F)(F)F)(F)F)(F)F)(F)F)(F)F)(F)I (perfluorooctyl iodide), [Br-] (bromide). Reagents/catalysts: [Cu](Br)Br (copper bromide). Conditions: time 4 hour. The product is FC(C(C(C(C(C(C(C(F)(F)F)(F)F)(F)F)(F)F)(F)F)(F)F)(F)F)(F)Br (perfluorooctyl bromide). Yield: 83.5%. RXN SMILES: [F:1][C:2](I)([F:25])[C:3]([F:24])([F:23])[C:4]([F:22])([F:21])[C:5]([F:20])([F:19])[C:6]([F:18])([F:17])[C:7]([F:16])([F:15])[C:8]([F:14])([F:13])[C:9]([F:12])([F:11])[F:10].[Br-:27]>[Cu](Br)Br>[F:1][C:2]([Br:27])([F:25])[C:3]([F:24])([F:23])[C:4]([F:22])([F:21])[C:5]([F:20])([F:19])[C:6]([F:18])([F:17])[C:7]([F:16])([F:15])[C:8]([F:14])([F:13])[C:9]([F:12])([F:11])[F:10]. Reported procedure: 13.0 g (0.09 mol) of finely ground copper bromide of the formula CuBr are put into a bomb tube of capacity 25 cm3 and made of glass, and are subjected to a temperature of 200° C. under a pressure of 10 Pa for 4 hours, in order to remove residual water. After the bomb tube has cooled to room temperature, anhydrous nitrogen is passed into it and 16.4 g (0.03 mol) of perfluorooctyl iodide are added, and the bomb tube is sealed by fusion and shaken for 50 hours at 240° to 250° C. 3 mol of bromide io... Starting materials: C(C)(C)(C)OC(=O)N1C(CN(CC1)C(=O)OC(C)(C)C)C(=O)O (1,4-bis(tert-butoxycarbonyl)piperazine-2-carboxylic acid), C(=O)([O-])[O-].[Cs+].[Cs+] (Cs2CO3), CI (MeI). Solvent: C(C)#N (acetonitrile). Reaction conditions: time 15 minute. Yields the product N1(C(CN(CC1)C(=O)OC(C)(C)C)C(=O)OC)C(=O)OC(C)(C)C (1,4-di-tert-butyl 2-methyl piperazine-1,2,4-tricarboxylate). The yield is 0.1%. RXN SMILES: [C:1]([O:5][C:6]([N:8]1[CH2:13][CH2:12][N:11]([C:14]([O:16][C:17]([CH3:20])([CH3:19])[CH3:18])=[O:15])[CH2:10][CH:9]1[C:21]([OH:23])=[O:22])=[O:7])([CH3:4])([CH3:3])[CH3:2].[C:24]([O-])([O-])=O.[Cs+].[Cs+].CI>C(#N)C>[N:8]1([C:6]([O:5][C:1]([CH3:4])([CH3:2])[CH3:3])=[O:7])[CH2:13][CH2:12][N:11]([C:14]([O:16][C:17]([CH3:20])([CH3:19])[CH3:18])=[O:15])[CH2:10][CH:9]1[C:21]([O:23][CH3:24])=[O:22] |f:1.2.3|. Reported procedure: To a solution of 1,4-bis(tert-butoxycarbonyl)piperazine-2-carboxylic acid (2.5 g, 7.56 mol) in acetonitrile (25 mL) was Cs2CO3 (3.93 g, 12.06 mol) with stirring at RT. After 15 min, MeI (2.34 g, 16.48 mol) was added. The reaction mixture was stirred at rt for 14 h. The reaction was monitored by TLC. When SM was finished, reaction mixture was filtered through celite pad and filtrate was concentrated. Column chromatography of crude material afforded product 1,4-di-tert-butyl 2-methyl piperazine-1,... Reactants: F[B-](F)(F)F.C(C)SN=CC(=O)OCC (ethyl (ethylthio)iminoacetate tetrafluoroborate), Cl.NCC(CC(=O)OCC)=O (ethyl 4-aminoacetoacetate hydrochloride), C(C)(=O)[O-].[Na+] (sodium acetate). Solvent: C(C)(=O)O (acetic acid). The product is C(C)OC(=O)CC=1N=C(NC1)C(=O)OCC (ethyl 4-(ethoxycarbonylmethyl)imidazole-2-carboxylate). Yield: 66.9%. RXN SMILES: F[B-](F)(F)F.C(S[N:9]=[CH:10][C:11]([O:13][CH2:14][CH3:15])=[O:12])C.Cl.[NH2:17][CH2:18][C:19](=O)[CH2:20][C:21]([O:23][CH2:24][CH3:25])=[O:22].C([O-])(=O)C.[Na+]>C(O)(=O)C>[CH2:24]([O:23][C:21]([CH2:20][C:19]1[N:9]=[C:10]([C:11]([O:13][CH2:14][CH3:15])=[O:12])[NH:17][CH:18]=1)=[O:22])[CH3:25] |f:0.1,2.3,4.5|. Procedure details: A mixture of 2.5 g of ethyl (ethylthio)iminoacetate tetrafluoroborate, 110 ml of acetic acid, 1.8 g of ethyl 4-aminoacetoacetate hydrochloride and 1.64 g of sodium acetate is heated for 3 hours at a temperature close to 95° C. The reaction mixture is filtered and the insoluble matter is rinsed with 3×5 ml of acetic acid. The filtrate is evaporated in a rotary evaporator and the evaporation residue is supplemented with 75 ml of dichloromethane. The organic solution is dried over sodium sulphate, ... Starting materials: O=C(O)C=CC(=O)O, CN, CO, NCC(=O)NC(Cc1ccccc1)(c1ccccc1)C(F)(F)F. Product: O=C(O)C=CC(=O)O, CNCC(=O)NC(Cc1ccccc1)(c1ccccc1)C(F)(F)F. RXN SMILES: [C:3]([CH:4]=[CH:5][C:6](=[O:7])[OH:8])(=[O:9])[OH:10].[CH3:1][NH2:2].[CH3:34][OH:35].[NH2:11][CH2:12][C:13](=[O:14])[NH:15][C:16]([CH2:17][c:18]1[cH:19][cH:20][cH:21][cH:22][cH:23]1)([C:24]([F:25])([F:26])[F:27])[c:28]1[cH:29][cH:30][cH:31][cH:32][cH:33]1>>[C:3]([CH:4]=[CH:5][C:6](=[O:7])[OH:8])(=[O:9])[OH:10].[CH3:1][NH:2][CH2:12][C:13](=[O:14])[NH:15][C:16]([CH2:17][c:18]1[cH:19][cH:20][cH:21][cH:22][cH:23]1)([C:24]([F:25])([F:26])[F:27])[c:28]1[cH:29][cH:30][cH:31][cH:32][cH:33]1. Starting materials: CCCC(CCC)S(=O)(=O)CC(NC(=O)OCc1ccccc1)C(=O)O, ClCCl, CCN=C=NCCCN(C)C, Cl, Cl, Cl, CCc1cccc(CNCC(O)C(N)Cc2cc(F)cc(F)c2)c1, Oc1cccc2[nH]nnc12. Yields the product CCCC(CCC)S(=O)(=O)CC(NC(=O)OCc1ccccc1)C(=O)NC(Cc1cc(F)cc(F)c1)C(O)CNCc1cccc(CC)c1. Reaction SMILES: [CH2:1]([c:2]1[cH:3][cH:4][cH:5][cH:6][cH:7]1)[O:8][C:9](=[O:10])[NH:11][CH:12]([CH2:13][S:14](=[O:15])(=[O:16])[CH:17]([CH2:18][CH2:19][CH3:20])[CH2:21][CH2:22][CH3:23])[C:24](=[O:25])[OH:26].[CH2:75]([Cl:76])[Cl:77].[CH3:64][N:65]([CH3:66])[CH2:67][CH2:68][CH2:69][N:70]=[C:71]=[N:72][CH2:73][CH3:74].[ClH:27].[ClH:28].[ClH:63].[NH2:29][CH:30]([CH:31]([CH2:32][NH:33][CH2:34][c:35]1[cH:36][c:37]([CH2:41][CH3:42])[cH:38][cH:39][cH:40]1)[OH:43])[CH2:44][c:45]1[cH:46][c:47]([F:52])[cH:48][c:49]([F:51])[cH:50]1.[OH:53][c:54]1[c:55]2[n:56][n:57][nH:58][c:59]2[cH:60][cH:61][cH:62]1>>[CH2:1]([c:2]1[cH:3][cH:4][cH:5][cH:6][cH:7]1)[O:8][C:9](=[O:10])[NH:11][CH:12]([CH2:13][S:14](=[O:15])(=[O:16])[CH:17]([CH2:18][CH2:19][CH3:20])[CH2:21][CH2:22][CH3:23])[C:24](=[O:26])[NH:29][CH:30]([CH:31]([CH2:32][NH:33][CH2:34][c:35]1[cH:36][c:37]([CH2:41][CH3:42])[cH:38][cH:39][cH:40]1)[OH:43])[CH2:44][c:45]1[cH:46][c:47]([F:52])[cH:48][c:49]([F:51])[cH:50]1. Starting materials: C([O-])([O-])=O.[Ca+2] (calcium carbonate), [Si](C)(C)(C(C)(C)C)C1=C(C(=NC(=C1Cl)F)C(=O)C=1C(=NC=CC1)F)F ([4-[tert-butyl(dimethyl)silyl]-5-chloro-3,6-difluoro-2-pyridyl]-(2-fluoro-3-pyridyl)methanone), O.NN (hydrazine hydrate). The solvent is O1CCOCC1 (dioxane). The product is [Si](C)(C)(C(C)(C)C)C1=C(C(=NC(=C1Cl)F)C1=NNC2=NC=CC=C21)F (3-(4-(tert-butyldimethylsilyl)-5-chloro-3,6-difluoropyridin-2-yl)-1H-pyrazolo[3,4-b]pyridine). Isolated yield 89.7%. Reaction SMILES: [Si:1]([C:8]1[C:13]([Cl:14])=[C:12]([F:15])[N:11]=[C:10]([C:16]([C:18]2[C:19](F)=[N:20][CH:21]=[CH:22][CH:23]=2)=O)[C:9]=1[F:25])([C:4]([CH3:7])([CH3:6])[CH3:5])([CH3:3])[CH3:2].C(=O)([O-])[O-].[Ca+2].O.[NH2:32][NH2:33]>O1CCOCC1>[Si:1]([C:8]1[C:13]([Cl:14])=[C:12]([F:15])[N:11]=[C:10]([C:16]2[C:18]3[C:19](=[N:20][CH:21]=[CH:22][CH:23]=3)[NH:33][N:32]=2)[C:9]=1[F:25])([C:4]([CH3:7])([CH3:6])[CH3:5])([CH3:2])[CH3:3] |f:1.2,3.4|. Reported procedure: [4-[tert-butyl(dimethyl)silyl]-5-chloro-3,6-difluoro-2-pyridyl]-(2-fluoro-3-pyridyl)methanone (294.86 g, 762.2 mmol) was dissolved in dioxane (2.212 L) and calcium carbonate (152.5 g, 1.524 mol) was added. The reaction was cooled in an ice bath and hydrazine hydrate (190.8 g, 185.4 mL, 3.811 mol) was added dropwise over 15 minutes via cannula to the yellow suspension keeping the internal temperature below 10° C. During addition, the internal temperature dropped to 7.1° C. and the colour changed ... Reactants: COC(=O)c1cc(I)cc(-c2ccc(C)cc2)c1, CO, Cl, [Na+], [OH-]. Product: Cc1ccc(-c2cc(I)cc(C(=O)O)c2)cc1. Reaction SMILES: [CH3:1][O:2][C:3](=[O:4])[c:5]1[cH:6][c:7](-[c:12]2[cH:13][cH:14][c:15]([CH3:18])[cH:16][cH:17]2)[cH:8][c:9]([I:11])[cH:10]1.[CH3:22][OH:23].[ClH:21].[Na+:20].[OH-:19]>>[O:2]=[C:3]([OH:4])[c:5]1[cH:6][c:7](-[c:12]2[cH:13][cH:14][c:15]([CH3:18])[cH:16][cH:17]2)[cH:8][c:9]([I:11])[cH:10]1.